The task is: describe an organic reaction: reactants, conditions, products, and yield. This data is from the Open Reaction Database (ORD), a public repository of structured organic reaction records. Reactants: C1(=CC=CC=C1)C#CCN(C1CCN(CC1)CCN1C(C=NC2=CC=C(C=C12)OC)=O)CC#CC1=CC=CC=C1 (1-(2-(4-(bis(3-phenyl-2-propyn-1-yl)amino)piperidin-1-yl)ethyl)-7-methoxyquinoxalin-2(1H)-one), Cl.C(C)(=O)OCC (hydrogen chloride ethyl acetate). Run in C(C)(=O)OCC (ethyl acetate). The product is Cl.C1(=CC=CC=C1)C#CCN(C1CCN(CC1)CCN1C(C=NC2=CC=C(C=C12)OC)=O)CC#CC1=CC=CC=C1 (1-(2-(4-(bis(3-phenyl-2-propyn-1-yl)amino)piperidin-1-yl)ethyl)-7-methoxyquinoxalin-2(1H)-one hydrochloride). As a reaction SMILES: [C:1]1([C:7]#[C:8][CH2:9][N:10]([CH2:32][C:33]#[C:34][C:35]2[CH:40]=[CH:39][CH:38]=[CH:37][CH:36]=2)[CH:11]2[CH2:16][CH2:15][N:14]([CH2:17][CH2:18][N:19]3[C:28]4[C:23](=[CH:24][CH:25]=[C:26]([O:29][CH3:30])[CH:27]=4)[N:22]=[CH:21][C:20]3=[O:31])[CH2:13][CH2:12]2)[CH:6]=[CH:5][CH:4]=[CH:3][CH:2]=1.[ClH:41].C(OCC)(=O)C>C(OCC)(=O)C>[ClH:41].[C:35]1([C:34]#[C:33][CH2:32][N:10]([CH2:9][C:8]#[C:7][C:1]2[CH:6]=[CH:5][CH:4]=[CH:3][CH:2]=2)[CH:11]2[CH2:16][CH2:15][N:14]([CH2:17][CH2:18][N:19]3[C:28]4[C:23](=[CH:24][CH:25]=[C:26]([O:29][CH3:30])[CH:27]=4)[N:22]=[CH:21][C:20]3=[O:31])[CH2:13][CH2:12]2)[CH:40]=[CH:39][CH:38]=[CH:37][CH:36]=1 |f:1.2,4.5|. Procedure: To 5 mL of an ethyl acetate solution containing 0.24 g of 1-(2-(4-(bis(3-phenyl-2-propyn-1-yl)amino)piperidin-1-yl)ethyl)-7-methoxyquinoxalin-2(1H)-one, 2 mL of 4 mol/L hydrogen chloride/ethyl acetate was added, and stirred at room temperature. The resulting solid was filtered to give 224 mg of 1-(2-(4-(bis(3-phenyl-2-propyn-1-yl)amino)piperidin-1-yl)ethyl)-7-methoxyquinoxalin-2(1H)-one hydrochloride as a brown solid. Starting materials: C(C(=O)Cl)(=O)Cl (oxalyl chloride), CN(C)C=O (DMF), C(C)(=O)OC=1C(=C2CCC(OC2=C(C1C)C)(C(=O)O)C)C (6-acetoxy-2,5,7,8-tetramethylchroman-2-carboxylic acid), OCCN(C1=NC(=NC(=C1)N1CCCC1)N1CCCC1)C (N-(2-hydroxyethyl)-N-methyl-[2,6-bis(1-pyrrolidinyl)]-4-pyrimidinamine). The solvent is C(Cl)Cl (methylene chloride), C(C)#N (acetonitrile), C(C)#N (acetonitrile), N1=CC=CC=C1 (pyridine), C(C)#N (acetonitrile). Run at time 15 minute. Product: N1(CCCC1)C1=NC(=CC(=N1)CNCCOC(=O)C1(OC2=C(CC1)C(=C(C(=C2C)C)OC(C)=O)C)C)N2CCCC2 (6-Acetyloxy-3,4-dihydro-2,5,7,8-tetramethyl-2H-1-benzopyran-2-carboxylic acid 2-[(2,6-bis-1-pyrrolidinyl)-4-pyrimidinylmethylamino]ethylester). RXN SMILES: [C:1](Cl)(=O)[C:2](Cl)=O.[CH3:7][N:8](C=O)C.[C:12]([O:15][C:16]1[C:17]([CH3:32])=[C:18]2[C:23](=[C:24]([CH3:27])[C:25]=1[CH3:26])[O:22][C:21]([CH3:31])([C:28]([OH:30])=[O:29])[CH2:20][CH2:19]2)(=[O:14])[CH3:13].OCCN(C)[C:37]1[CH:42]=[C:41]([N:43]2[CH2:47][CH2:46][CH2:45][CH2:44]2)[N:40]=[C:39]([N:48]2[CH2:52][CH2:51][CH2:50][CH2:49]2)[N:38]=1>C(#N)C.N1C=CC=CC=1.C(Cl)Cl>[N:48]1([C:39]2[N:38]=[C:37]([CH2:7][NH:8][CH2:1][CH2:2][O:29][C:28]([C:21]3([CH3:31])[CH2:20][CH2:19][C:18]4[C:17]([CH3:32])=[C:16]([O:15][C:12](=[O:14])[CH3:13])[C:25]([CH3:26])=[C:24]([CH3:27])[C:23]=4[O:22]3)=[O:30])[CH:42]=[C:41]([N:43]3[CH2:44][CH2:45][CH2:46][CH2:47]3)[N:40]=2)[CH2:49][CH2:50][CH2:51][CH2:52]1. Procedure details: A solution of oxalyl chloride (0.4 ml) in acetonitrile (0.4 ml) is added dropwise to a solution of 1 ml of DMF and 2.4 ml of acetonitrile. The mixture is stirred (mechanically) for 15 minutes at -20° and a precipitate separates. Powdered 6-acetoxy-2,5,7,8-tetramethylchroman-2-carboxylic acid (1.169 g, 4 mmol) is added, the mixture is stirred 20 minutes at -20°, 20 minutes at 0° and then is recooled to -20°. A solution of 1.165 g (4 mmol) of N-(2-hydroxyethyl)-N-methyl-[2,6-bis(1-pyrrolidinyl)]-4... The reactants are ClC=1C=C2C=CC(=CC2=CC1)S(=O)(=O)N1CC(N(CC1)NC1CCN(CC1)C1=CC=NC=C1)=O (4-(6-Chloronaphthalene-2-sulfonyl)-1-[1-(4-pyridyl)-4-piperidinylamino]-2-piperazinone), C(C)(=O)O (acetic acid), [BH4-].[Na+] (sodium borohydride). Conditions: time 15 hour. The product is ClC=1C=C2C=CC(=CC2=CC1)S(=O)(=O)N1CC(N(CC1)N(C1CCN(CC1)C1=CC=NC=C1)CC)=O (4-(6-Chloronaphthalene-2-sulfonyl)-1-{ethyl[1-(4-pyridyl)-4-piperidinyl]amino}-2-piperazinone). As a reaction SMILES: [Cl:1][C:2]1[CH:3]=[C:4]2[C:9](=[CH:10][CH:11]=1)[CH:8]=[C:7]([S:12]([N:15]1[CH2:20][CH2:19][N:18]([NH:21][CH:22]3[CH2:27][CH2:26][N:25]([C:28]4[CH:33]=[CH:32][N:31]=[CH:30][CH:29]=4)[CH2:24][CH2:23]3)[C:17](=[O:34])[CH2:16]1)(=[O:14])=[O:13])[CH:6]=[CH:5]2.[BH4-].[Na+].[C:37](O)(=O)[CH3:38]>>[Cl:1][C:2]1[CH:3]=[C:4]2[C:9](=[CH:10][CH:11]=1)[CH:8]=[C:7]([S:12]([N:15]1[CH2:20][CH2:19][N:18]([N:21]([CH2:37][CH3:38])[CH:22]3[CH2:27][CH2:26][N:25]([C:28]4[CH:33]=[CH:32][N:31]=[CH:30][CH:29]=4)[CH2:24][CH2:23]3)[C:17](=[O:34])[CH2:16]1)(=[O:13])=[O:14])[CH:6]=[CH:5]2 |f:1.2|. Procedure: (Method B) 4-(6-Chloronaphthalene-2-sulfonyl)-1-[1-(4-pyridyl)-4-piperidinylamino]-2-piperazinone (14 g) was dissolved in acetic acid (160 ml) and the reaction mixture was treated portionwise with sodium borohydride (11.36 g) while keeping the temperature at 20° C., and then stirred at room temperature for 15 hours. The reaction mixture was concentrated and the residue was made alkaline by adding an aqueous solution of sodium hydroxide, extracted with dichloromethane, dried and concentrated. The... Reactants: C(C1=CC=CC=C1)OC=1C=2N(C=C(N1)Cl)N=CC2C(=O)OC (methyl 4-(benzyloxy)-6-chloropyrazolo[1,5-a]pyrazine-3-carboxylate), [H-].[Al+3].[Li+].[H-].[H-].[H-] (lithium aluminum hydride). Run in C1CCOC1 (THF), C1CCOC1 (THF), CCOCC (ether). Conditions: time 18 hour. Yields the product C(C1=CC=CC=C1)OC=1C=2N(C=C(N1)Cl)N=CC2CO ((4-(benzyloxy)-6-chloropyrazolo[1,5-a]pyrazin-3-yl)methanol). Yield: 36.8%. As a reaction SMILES: [CH2:1]([O:8][C:9]1[C:10]2[N:11]([N:16]=[CH:17][C:18]=2[C:19](OC)=[O:20])[CH:12]=[C:13]([Cl:15])[N:14]=1)[C:2]1[CH:7]=[CH:6][CH:5]=[CH:4][CH:3]=1.[H-].[Al+3].[Li+].[H-].[H-].[H-]>C1COCC1.CCOCC>[CH2:1]([O:8][C:9]1[C:10]2[N:11]([N:16]=[CH:17][C:18]=2[CH2:19][OH:20])[CH:12]=[C:13]([Cl:15])[N:14]=1)[C:2]1[CH:7]=[CH:6][CH:5]=[CH:4][CH:3]=1 |f:1.2.3.4.5.6|. Procedure: A solution of methyl 4-(benzyloxy)-6-chloropyrazolo[1,5-a]pyrazine-3-carboxylate 5.35 (427 mg, 1.34 mmol) in THF (6 mL) was cooled to 0° C. under argon. A solution of lithium aluminum hydride in THF (1 M, 1.52 mL, 1.52 mmol) was then added slowly and mixture was warmed to rt and stirred for 18 hours. Mixture was diluted with ether and cooled to 0° C. It was then quenched by addition of 0.060 mL water, 0.060 mL 15% NaOH (aq), and 0.18 mL of water and warmed to room temperature. After 15 minutes, ... Reactants: C(C)OC(CC1CN=C(S1)C=1NC2=C(C=C(C=C2C1)OC1=NC=C(C=C1)S(=O)(=O)C)OC1CCOCC1)=O (ethyl{2-[5-{[5-(methylsulfonyl)pyridin-2-yl]oxy}-7-(tetrahydro-2H-pyran-4-yloxy)-1H-indol-2-yl]-4,5-dihydro-1,3-thiazol-5-yl}acetate), [OH-].[Na+] (sodium hydroxide), C(C)O (ethanol), Cl (hydrochloric acid). Solvent: O1CCCC1 (tetrahydrofuran), O (water). Conditions: time 15 hour. Yields the product CS(=O)(=O)C=1C=CC(=NC1)OC=1C=C2C=C(NC2=C(C1)OC1CCOCC1)C=1SC(CN1)CC(=O)O ({2-[5-{[5-(Methylsulfonyl)pyridin-2-yl]oxy}-7-(tetrahydro-2H-pyran-4-yloxy)-1H-indol-2-yl]-4,5-dihydro-1,3-thiazol-5-yl}acetic acid). The yield is 93.1%. As a reaction SMILES: C([O:3][C:4](=[O:38])[CH2:5][CH:6]1[S:10][C:9]([C:11]2[NH:12][C:13]3[C:18]([CH:19]=2)=[CH:17][C:16]([O:20][C:21]2[CH:26]=[CH:25][C:24]([S:27]([CH3:30])(=[O:29])=[O:28])=[CH:23][N:22]=2)=[CH:15][C:14]=3[O:31][CH:32]2[CH2:37][CH2:36][O:35][CH2:34][CH2:33]2)=[N:8][CH2:7]1)C.[OH-].[Na+].C(O)C.Cl>O.O1CCCC1>[CH3:30][S:27]([C:24]1[CH:25]=[CH:26][C:21]([O:20][C:16]2[CH:17]=[C:18]3[C:13](=[C:14]([O:31][CH:32]4[CH2:37][CH2:36][O:35][CH2:34][CH2:33]4)[CH:15]=2)[NH:12][C:11]([C:9]2[S:10][CH:6]([CH2:5][C:4]([OH:38])=[O:3])[CH2:7][N:8]=2)=[CH:19]3)=[N:22][CH:23]=1)(=[O:29])=[O:28] |f:1.2|. Procedure: A mixture of ethyl{2-[5-{[5-(methylsulfonyl)pyridin-2-yl]oxy}-7-(tetrahydro-2H-pyran-4-yloxy)-1H-indol-2-yl]-4,5-dihydro-1,3-thiazol-5-yl}acetate (690 mg), 1M aqueous sodium hydroxide solution (5 mL), ethanol (5 mL) and tetrahydrofuran (5 mL) was stirred at room temperature for 15 hr. To the reaction solution was added 1M hydrochloric acid (5 mL) and water, and the mixture was extracted with ethyl acetate. The organic layer was washed with saturated brine, dried over magnesium sulfate, filtered ... Starting materials: CN (methylamine), FC1=CC(=C(CNC(OC(C)(C)C)=O)C=C1)I (tert-butyl 4-fluoro-2-iodobenzylcarbamate), CN(C)C=O (DMF), C(C)(C)N(CC)C(C)C (Diisopropylethylamine). Reagents/catalysts: C(C)(=O)[O-].[Pd+2].C(C)(=O)[O-] (palladium acetate), C1(=CC=CC=C1)P([C-]1C=CC=C1)C1=CC=CC=C1.[C-]1(C=CC=C1)P(C1=CC=CC=C1)C1=CC=CC=C1.[Fe+2] (1,1′-bis(diphenylphosphino)ferrocene). Run at temperature 90 celsius. Product: FC1=CC(=C(CNC(OC(C)(C)C)=O)C=C1)C(=O)NC (Tert-butyl 4-fluoro-2-[(methylamino)carbonyl]benzylcarbamate). As a reaction SMILES: [F:1][C:2]1[CH:16]=[CH:15][C:5]([CH2:6][NH:7][C:8](=[O:14])[O:9][C:10]([CH3:13])([CH3:12])[CH3:11])=[C:4](I)[CH:3]=1.CN.C(N(C(C)C)CC)(C)C.[CH3:29][N:30]([CH:32]=[O:33])C>C([O-])(=O)C.[Pd+2].C([O-])(=O)C.C1(P(C2C=CC=CC=2)[C-]2C=CC=C2)C=CC=CC=1.[C-]1(P(C2C=CC=CC=2)C2C=CC=CC=2)C=CC=C1.[Fe+2]>[F:1][C:2]1[CH:16]=[CH:15][C:5]([CH2:6][NH:7][C:8](=[O:14])[O:9][C:10]([CH3:13])([CH3:12])[CH3:11])=[C:4]([C:32]([NH:30][CH3:29])=[O:33])[CH:3]=1 |f:4.5.6,7.8.9|. Procedure details: Through a solution of tert-butyl 4-fluoro-2-iodobenzylcarbamate (1.00 g, 2.85 mmol) in dry DMF (20 mL), in an oven dried glass insert in a high pressure bomb reactor flushed with nitrogen, was bubbled methylamine gas at 0° C. until the solution was saturated and excess methylamine was condensed into the reaction (approximately 30 equivalents of methylamine). Diisopropylethylamine (0.99 mL, 5.70 mmol), palladium acetate (64 mg, 0.29 mmol) and 1,1′-bis(diphenylphosphino)ferrocene (158 mg, -0.29 mm... Product: Cc1ccc(P(=O)(c2ccccc2)c2ccccc2)cc1C. The reactants are [Al+3], Cc1ccc(Br)cc1C, C1CCOC1, CCOCC, O=P(Cl)(c1ccccc1)c1ccccc1, Cl, [H-], [H-], [H-], [H-], [Li+], [Mg]. Reaction SMILES: [Al+3:2].[Br:8][c:9]1[cH:10][c:11]([CH3:16])[c:12]([CH3:15])[cH:13][cH:14]1.[CH2:38]1[O:39][CH2:40][CH2:41][CH2:42]1.[CH3:33][CH2:34][O:35][CH2:36][CH3:37].[Cl:17][P:18]([c:19]1[cH:20][cH:21][cH:22][cH:23][cH:24]1)([c:25]1[cH:26][cH:27][cH:28][cH:29][cH:30]1)=[O:31].[ClH:32].[H-:1].[H-:4].[H-:5].[H-:6].[Li+:3].[Mg:7]>>[c:9]1([P:18]([c:19]2[cH:20][cH:21][cH:22][cH:23][cH:24]2)([c:25]2[cH:26][cH:27][cH:28][cH:29][cH:30]2)=[O:31])[cH:10][c:11]([CH3:16])[c:12]([CH3:15])[cH:13][cH:14]1.